From a dataset of the Open Reaction Database (ORD), a public repository of structured organic reaction records. describe an organic reaction: reactants, conditions, products, and yield The reactants are CC(=O)OC(C)=O, CC(=O)O, O=C(O)C(Cc1ccc([N+](=O)[O-])cc1)NC(=O)C(F)(F)F, [H][H]. The product is CC(=O)Nc1ccc(CC(NC(=O)C(F)(F)F)C(=O)O)cc1. RXN SMILES: [CH3:22][C:23](=[O:24])[O:25][C:26](=[O:27])[CH3:28].[CH3:31][C:32](=[O:33])[OH:34].[F:1][C:2]([C:3](=[O:4])[NH:5][CH:6]([CH2:7][c:8]1[cH:9][cH:10][c:11]([N+:14]([O-:15])=[O:16])[cH:12][cH:13]1)[C:17](=[O:18])[OH:19])([F:20])[F:21].[H:29][H:30]>>[F:1][C:2]([C:3](=[O:4])[NH:5][CH:6]([CH2:7][c:8]1[cH:9][cH:10][c:11]([NH:14][C:23]([CH3:22])=[O:24])[cH:12][cH:13]1)[C:17](=[O:18])[OH:19])([F:20])[F:21].